From a dataset of the Open Reaction Database (ORD), a public repository of structured organic reaction records. describe an organic reaction: reactants, conditions, products, and yield Starting materials: C1(=CC=CC=C1)S(=O)(=O)CC1=CC=C(C(=C1C(=O)OCC)OC)Br (ethyl 6-(benzenesulphonylmethyl)-3-bromo-2-methoxybenzoate), C1(=CC=CC=C1)S(=O)(=O)CC1=CC=C(C(=C1C(=O)OCC)OC)Br (ethyl 6-(benzenesulphonylmethyl)-3-bromo-2-methoxybenzoate), O1C=C(C=C1)B(O)O (furan-3-yl boronic acid), palladium chloride dppf, C(Cl)Cl (DCM), C([O-])([O-])=O.[Cs+].[Cs+] (cesium carbonate). The solvent is C1CCOC1 (THF), O (water). Conditions: temperature 140 celsius. Yields the product C1(=CC=CC=C1)S(=O)(=O)CC1=CC=C(C(=C1C(=O)OCC)OC)C1=COC=C1 (ethyl 6-(benzenesulphonylmethyl)-3-(furan-3-yl)-2-methoxy-benzoate). Isolated yield 63.5%. As a reaction SMILES: [C:1]1([S:7]([CH2:10][C:11]2[C:16]([C:17]([O:19][CH2:20][CH3:21])=[O:18])=[C:15]([O:22][CH3:23])[C:14](Br)=[CH:13][CH:12]=2)(=[O:9])=[O:8])[CH:6]=[CH:5][CH:4]=[CH:3][CH:2]=1.[O:25]1[CH:29]=[CH:28][C:27](B(O)O)=[CH:26]1.C(Cl)Cl.C(=O)([O-])[O-].[Cs+].[Cs+]>C1COCC1.O>[C:1]1([S:7]([CH2:10][C:11]2[C:16]([C:17]([O:19][CH2:20][CH3:21])=[O:18])=[C:15]([O:22][CH3:23])[C:14]([C:27]3[CH:28]=[CH:29][O:25][CH:26]=3)=[CH:13][CH:12]=2)(=[O:9])=[O:8])[CH:6]=[CH:5][CH:4]=[CH:3][CH:2]=1 |f:3.4.5|. Procedure: A mixture of ethyl 6-(benzenesulphonylmethyl)-3-bromo-2-methoxybenzoate (Intermediate 61, 0.13 g), furan-3-yl boronic acid (0.036 g), palladium chloride dppf adduct with DCM (0.026 g) and cesium carbonate (0.3 g) in THF (3.5 ml) and water (0.5 ml) was sealed in a microwave vial and degassed. The mixture was then heated in the microwave at 140° C. for 10 minutes. After cooling, the mixture was poured into water and extracted with ethyl acetate. The organic phase was dried (MgSO4) and filtered. Th... Reactants: CCCCCCCOc1ccc(C#Cc2ccc(CN(Cc3ccc(C(F)(F)F)cc3)C(=O)C(=O)O)cc2)cc1, CCOC(C)=O. As a reaction SMILES: [CH2:1]([CH2:2][CH2:3][CH2:4][CH2:5][CH2:6][CH3:7])[O:8][c:9]1[cH:10][cH:11][c:12]([C:15]#[C:16][c:17]2[cH:18][cH:19][c:20]([CH2:21][N:22]([CH2:23][c:24]3[cH:25][cH:26][c:27]([C:30]([F:31])([F:32])[F:33])[cH:28][cH:29]3)[C:34]([C:35](=[O:36])[OH:37])=[O:38])[cH:39][cH:40]2)[cH:13][cH:14]1.[CH3:41][CH2:42][O:43][C:44]([CH3:45])=[O:46]>>[CH2:1]([CH2:2][CH2:3][CH2:4][CH2:5][CH2:6][CH3:7])[O:8][c:9]1[cH:10][cH:11][c:12]([CH2:15][CH2:16][c:17]2[cH:18][cH:19][c:20]([CH2:21][N:22]([CH2:23][c:24]3[cH:25][cH:26][c:27]([C:30]([F:31])([F:32])[F:33])[cH:28][cH:29]3)[C:34]([C:35](=[O:36])[OH:37])=[O:38])[cH:39][cH:40]2)[cH:13][cH:14]1. The product is CCCCCCCOc1ccc(CCc2ccc(CN(Cc3ccc(C(F)(F)F)cc3)C(=O)C(=O)O)cc2)cc1. Reactants: C(C)OC=C(C(=O)OCC)C(C1=C(C(=C(C(=C1)F)F)Cl)F)=O (ethyl 3-ethoxy-2-(3-chloro-2,4,5-trifluorobenzoyl)acrylate), ClC=1C(=C(C(=O)CC(=O)OCC)C=C(C1F)F)F (ethyl 3-chloro-2,4,5-trifluorobenzoylacetate), NC1=NC(=C(C=C1F)Cl)NCC1=CC=C(C=C1)OC (2-amino-5-chloro-3-fluoro-6-(p-methoxybenzylamino)pyridine). Run in C(Cl)(Cl)Cl (chloroform). Conditions: temperature 90 celsius, time 20 minute. Yields the product ClC=1C(=C(C=C2C(C(=CN(C12)C1=NC(=C(C=C1F)Cl)NCC1=CC=C(C=C1)OC)C(=O)OCC)=O)F)F (ethyl 8-chloro-1-[5-chloro-3-fluoro-6-(p-methoxybenzylamino)pyridine-2-yl]-6,7-difluoro-4-oxo-1,4-dihydroquinoline-3-carboxylate). Reaction SMILES: C(O[CH:4]=[C:5]([C:11](=[O:22])[C:12]1[CH:17]=[C:16]([F:18])[C:15]([F:19])=[C:14]([Cl:20])[C:13]=1F)[C:6]([O:8][CH2:9][CH3:10])=[O:7])C.ClC1C(F)=C(C=C(F)C=1F)C(CC(OCC)=O)=O.[NH2:41][C:42]1[C:47]([F:48])=[CH:46][C:45]([Cl:49])=[C:44]([NH:50][CH2:51][C:52]2[CH:57]=[CH:56][C:55]([O:58][CH3:59])=[CH:54][CH:53]=2)[N:43]=1>C(Cl)(Cl)Cl>[Cl:20][C:14]1[C:15]([F:19])=[C:16]([F:18])[CH:17]=[C:12]2[C:13]=1[N:41]([C:42]1[C:47]([F:48])=[CH:46][C:45]([Cl:49])=[C:44]([NH:50][CH2:51][C:52]3[CH:57]=[CH:56][C:55]([O:58][CH3:59])=[CH:54][CH:53]=3)[N:43]=1)[CH:4]=[C:5]([C:6]([O:8][CH2:9][CH3:10])=[O:7])[C:11]2=[O:22]. Reported procedure: To 2 ml chloroform solution of ethyl 3-ethoxy-2-(3-chloro-2,4,5-trifluorobenzoyl)acrylate prepared from 0.56 g of ethyl 3-chloro-2,4,5-trifluorobenzoylacetate by normal process was added 0.66 g of 2-amino-5-chloro-3-fluoro-6-(p-methoxybenzylamino)pyridine. The solution was concentrated under reduced pressure. To the residue were added 0.5 g of anhydrous potassium carbonate and 1.5 ml of N,N-dimethylformamide, and the mixture was stirred at 90° C. for 20 minutes and allowed to cool. The solution ... Reactants: O[C@H](C(=O)O)CC1=CC(=C(C=C1)O)[N+](=O)[O-] ((S)-2-hydroxy-3-(4-hydroxy-3-nitrophenyl)propanoic acid), CS(=O)(=O)Cl (methanesulfonyl chloride). The reagents and catalysts are [Pd] (palladium on carbon). The solvent is CO (methanol). Reaction conditions: time 24 hour. The product is O[C@H](C(=O)O)CC1=CC(=C(C=C1)O)NS(=O)(=O)C ((S)-2-hydroxy-3-(4-hydroxy-3-(methylsulfonyl)aminophenyl)propanoic acid). The yield is 60.2%. As a reaction SMILES: [OH:1][C@@H:2]([CH2:6][C:7]1[CH:12]=[CH:11][C:10]([OH:13])=[C:9]([N+:14]([O-])=O)[CH:8]=1)[C:3]([OH:5])=[O:4].[CH3:17][S:18](Cl)(=[O:20])=[O:19]>CO.[Pd]>[OH:1][C@@H:2]([CH2:6][C:7]1[CH:12]=[CH:11][C:10]([OH:13])=[C:9]([NH:14][S:18]([CH3:17])(=[O:20])=[O:19])[CH:8]=1)[C:3]([OH:5])=[O:4]. Procedure: A solution of (S)-2-hydroxy-3-(4-hydroxy-3-nitrophenyl)propanoic acid (9.2 g, 41 mmol) in 150 mL of methanol was hydrogenated, after addition of 0.5 g of 10% palladium on carbon, for 24 h at 45 psi using a Parr shaker. After filtration through Celite under a blanket of nitrogen gas, the volatiles were removed using a rotary evaporator. The flask was flushed with nitrogen before addition of 30 mL of dry pyridine. Once the stirred suspension formed a homogeneous solution, the flask was cooled-unde... Starting materials: [Li]CCCC, CC(C)NC(C)C, O=C(O)Cc1cccc(Cl)c1, O=C1CCCCC1, C1CCOC1. Yields the product O=C(O)C(c1cccc(Cl)c1)C1(O)CCCCC1. As a reaction SMILES: [CH2:8]([Li:9])[CH2:10][CH2:11][CH3:12].[CH:1]([NH:2][CH:3]([CH3:4])[CH3:5])([CH3:6])[CH3:7].[Cl:13][c:14]1[cH:15][c:16]([CH2:20][C:21](=[O:22])[OH:23])[cH:17][cH:18][cH:19]1.[O:24]=[C:25]1[CH2:26][CH2:27][CH2:28][CH2:29][CH2:30]1.[O:31]1[CH2:32][CH2:33][CH2:34][CH2:35]1>>[Cl:13][c:14]1[cH:15][c:16]([CH:20]([C:21](=[O:22])[OH:23])[C:25]2([OH:24])[CH2:26][CH2:27][CH2:28][CH2:29][CH2:30]2)[cH:17][cH:18][cH:19]1.